This data is from the Open Reaction Database (ORD), a public repository of structured organic reaction records. The task is: describe an organic reaction: reactants, conditions, products, and yield The reactants are FC(C(=O)O)(F)F (trifluoroacetic acid), FC(S(=O)(=O)O)(F)F (trifluoromethanesulfonic acid), OCCN1CCN(CC1)C(=O)[C@H]1N(C[C@H](C1)SCC1=CC=C(C=C1)OC)C ((2S,4S)-2-[4-(2-hydroxyethyl)-1-piperazinylcarbonyl)-4-(4-methoxybenzylthio)-1-methylpyrrolidine). Solvent: C1(=CC=CC=C1)OC (anisole). Run at time 1 hour. The product is FC(S(=O)(=O)O)(F)F.FC(S(=O)(=O)O)(F)F.S[C@H]1C[C@H](N(C1)C)C(=O)N1CCN(CC1)CCO ((2S,4S)-4-Mercapto-2-[4-(2-hydroxyethyl)-1-piperazinylcarbonyl)-1-methylpyrrolidine bis(trifluoromethanesulfonate)). RXN SMILES: FC(F)(F)C(O)=O.[F:8][C:9]([F:15])([F:14])[S:10]([OH:13])(=[O:12])=[O:11].[OH:16][CH2:17][CH2:18][N:19]1[CH2:24][CH2:23][N:22]([C:25]([C@@H:27]2[CH2:31][C@H:30]([S:32]CC3C=CC(OC)=CC=3)[CH2:29][N:28]2[CH3:42])=[O:26])[CH2:21][CH2:20]1>C1(OC)C=CC=CC=1>[F:8][C:9]([F:15])([F:14])[S:10]([OH:13])(=[O:12])=[O:11].[F:8][C:9]([F:15])([F:14])[S:10]([OH:13])(=[O:12])=[O:11].[SH:32][C@@H:30]1[CH2:29][N:28]([CH3:42])[C@H:27]([C:25]([N:22]2[CH2:21][CH2:20][N:19]([CH2:18][CH2:17][OH:16])[CH2:24][CH2:23]2)=[O:26])[CH2:31]1 |f:4.5.6|. Procedure details: 10 ml of trifluoroacetic acid and 520 μl of trifluoromethanesulfonic acid were added, whilst ice-cooling, to a solution of 1150 mg of (2S,4S)-2-[4-(2-hydroxyethyl)-1-piperazinylcarbonyl)-4-(4-methoxybenzylthio)-1-methylpyrrolidine [prepared as described in step (i) above] in 3 ml of anisole, and the resulting mixture was stirred at room temperature for 1 hour. At the end of this time, the reaction mixture was concentrated by evaporation under reduced pressure, to give 1680 mg of the title compou... The reactants are C(C)(C)(C)OC(=O)N[C@@H]([C@@H](C)CC)C(=O)O (N-(tert-butoxycarbonyl)-L-isoleucine), Cl.CN(CCCN=C=NCC)C (1-(3-dimethylaminopropyl)-3-ethylcarbodiimide hydrochloride), O.ON1N=NC2=C1C=CC=C2 (1-hydroxy-1H-benzotriazole hydrate), C(C)(C)N(C(C)C)CC (N,N-diisopropylethylamine), FC(C(=O)O)(F)F.N[C@@H](C)C(=O)OCCOC1=CC=C(C=C1)C1=C(C(=NC(=C1C#N)N1CCCC1)SCC=1N=C(SC1)C1=CC=C(C=C1)Cl)C#N (2-{4-(2-({(2-(4-chlorophenyl)-1,3-thiazol-4-yl)methyl}sulfanyl)-3,5-dicyano-6-(pyrrolidin-1-yl)pyridin-4-yl)phenoxy}ethyl L-alaninate trifluoroacetate). Run in CN(C)C=O (DMF). Run at time 8 hour. Yields the product C(C)(C)(C)OC(=O)N[C@@H]([C@@H](C)CC)C(=O)N[C@@H](C)C(=O)OCCOC1=CC=C(C=C1)C1=C(C(=NC(=C1C#N)N1CCCC1)SCC=1N=C(SC1)C1=CC=C(C=C1)Cl)C#N (2-{4-(2-({(2-(4-Chlorophenyl)-1,3-thiazol-4-yl)methyl}sulfanyl)-3,5-dicyano-6-(pyrrolidin-1-yl)pyridin-4-yl)phenoxy}ethyl N-(tert-butoxycarbonyl)-L-isoleucyl-L-alaninate). Reaction SMILES: [C:1]([O:5][C:6]([NH:8][C@H:9]([C:14]([OH:16])=O)[C@H:10]([CH2:12][CH3:13])[CH3:11])=[O:7])([CH3:4])([CH3:3])[CH3:2].Cl.CN(C)CCCN=C=NCC.O.ON1C2C=CC=CC=2N=N1.C(N(CC)C(C)C)(C)C.FC(F)(F)C(O)=O.[NH2:56][C@H:57]([C:59]([O:61][CH2:62][CH2:63][O:64][C:65]1[CH:70]=[CH:69][C:68]([C:71]2[C:76]([C:77]#[N:78])=[C:75]([N:79]3[CH2:83][CH2:82][CH2:81][CH2:80]3)[N:74]=[C:73]([S:84][CH2:85][C:86]3[N:87]=[C:88]([C:91]4[CH:96]=[CH:95][C:94]([Cl:97])=[CH:93][CH:92]=4)[S:89][CH:90]=3)[C:72]=2[C:98]#[N:99])=[CH:67][CH:66]=1)=[O:60])[CH3:58]>CN(C=O)C>[C:1]([O:5][C:6]([NH:8][C@H:9]([C:14]([NH:56][C@H:57]([C:59]([O:61][CH2:62][CH2:63][O:64][C:65]1[CH:70]=[CH:69][C:68]([C:71]2[C:76]([C:77]#[N:78])=[C:75]([N:79]3[CH2:80][CH2:81][CH2:82][CH2:83]3)[N:74]=[C:73]([S:84][CH2:85][C:86]3[N:87]=[C:88]([C:91]4[CH:92]=[CH:93][C:94]([Cl:97])=[CH:95][CH:96]=4)[S:89][CH:90]=3)[C:72]=2[C:98]#[N:99])=[CH:67][CH:66]=1)=[O:60])[CH3:58])=[O:16])[C@H:10]([CH2:12][CH3:13])[CH3:11])=[O:7])([CH3:2])([CH3:3])[CH3:4] |f:1.2,3.4,6.7|. Reported procedure: 217 mg (0.942 mmol) of N-(tert-butoxycarbonyl)-L-isoleucine together with 246 mg (1.284 mmol) of 1-(3-dimethylaminopropyl)-3-ethylcarbodiimide hydrochloride, 157 mg (1.027 mmol) of 1-hydroxy-1H-benzotriazole hydrate and 0.746 ml (4.281 mmol) of N,N-diisopropylethylamine were dissolved in 7.5 ml of DMF, after which 650 mg (0.856 mmol) of 2-{4-(2-({(2-(4-chlorophenyl)-1,3-thiazol-4-yl)methyl}sulfanyl)-3,5-dicyano-6-(pyrrolidin-1-yl)pyridin-4-yl)phenoxy}ethyl L-alaninate trifluoroacetate were added... The reactants are CN(C)C (trimethylamine), C(C)OC(CC(=O)CCl)=O (4-chloroacetoacetic acid ethyl ester), Cl (hydrochloric acid). Conditions: temperature 10 celsius. Yields the product C(C)OC(=O)C1=CCC(=CC1)C(=O)OCC (2,5-diethoxycarbonyl-1,4-cyclohexadiene). RXN SMILES: CN(C)C.[CH2:5]([O:7][C:8](=[O:14])[CH2:9][C:10]([CH2:12]Cl)=O)[CH3:6].Cl>>[CH2:5]([O:7][C:8]([C:9]1[CH2:12][CH:10]=[C:9]([C:8]([O:7][CH2:5][CH3:6])=[O:14])[CH2:12][CH:10]=1)=[O:14])[CH3:6]. Reported procedure: In a 2.5 liter double casing vessel, equipped with a discharge cock, a mechanical stirrer and thermometer, 1062.7 g of trimethylamine (44.5 percent in water=472.9 g, 100 percent=8 mole) was put up and cooled to 10° C. By means of a dosing pump and a hose submerged in the TMA solution, 272.8 g of 4-chloroacetoacetic acid ethyl ester (96.0 percent=261.9 g, 100 percent=1.59 mole) was added by doses during 3 hours at 10° to 12° C. and the yellowish reaction mixture was concentrated at 40° C. and 25 ...